This data is from the Open Reaction Database (ORD), a public repository of structured organic reaction records. The task is: describe an organic reaction: reactants, conditions, products, and yield Reactants: Cl.CNC (N,N-dimethylamine hydrochloride), solution, 20, C[Al](C)C (trimethylaluminum), O(C1=CC=CC=C1)C=1C=C(C=CC1)N(CC(C(F)(F)F)O)CC1=CC(=CC=C1)OC(C(F)F)(F)F (3[(3-phenoxyphenyl)[[3-(1,1,2,2-tetrafluoroethoxy)phenyl]methyl]amino]-1,1,1-trifluoro-2-propanol), O(C1=CC=CC=C1)C=1C=C(C=CC1)N(CC(C(F)(F)F)O)CC=1C=C(C(=O)OC)C=CC1 (methyl 3-[[(3-phenoxyphenyl)(3,3,3-trifluoro-2-hydroxypropyl)amino]methyl]benzoate), CN(C)[Al]CCl ((N,N-dimethylamino)-chloromethylaluminum). The solvent is C1(=CC=CC=C1)C (toluene), C(C)(=O)OCC (ethyl acetate), C1(=CC=CC=C1)C (toluene). Reaction conditions: time 2 hour. Yields the product CN(C(C1=CC(=CC=C1)CN(CC(C(F)(F)F)O)C1=CC(=CC=C1)OC1=CC=CC=C1)=O)C (N,N-dimethyl-3-[[(3-phenoxyphenyl)(3,3,3-trifluoro-2-hydroxypropyl)amino]methyl]-benzamide). The yield is 90.5%. RXN SMILES: Cl.[CH3:2][NH:3][CH3:4].C[Al](C)C.O(C1C=C(N(CC2C=CC=C(OC(F)(F)C(F)F)C=2)CC(O)C(F)(F)F)C=CC=1)C1C=CC=CC=1.[O:44]([C:51]1[CH:52]=[C:53]([N:57]([CH2:65][C:66]2[CH:67]=[C:68]([CH:73]=[CH:74][CH:75]=2)[C:69](OC)=[O:70])[CH2:58][CH:59]([OH:64])[C:60]([F:63])([F:62])[F:61])[CH:54]=[CH:55][CH:56]=1)[C:45]1[CH:50]=[CH:49][CH:48]=[CH:47][CH:46]=1.CN([Al]CCl)C>C1(C)C=CC=CC=1.C(OCC)(=O)C>[CH3:2][N:3]([CH3:4])[C:69](=[O:70])[C:68]1[CH:73]=[CH:74][CH:75]=[C:66]([CH2:65][N:57]([C:53]2[CH:54]=[CH:55][CH:56]=[C:51]([O:44][C:45]3[CH:50]=[CH:49][CH:48]=[CH:47][CH:46]=3)[CH:52]=2)[CH2:58][CH:59]([OH:64])[C:60]([F:63])([F:62])[F:61])[CH:67]=1 |f:0.1,^1:77|. Procedure: To a solution of N,N-dimethylamine hydrochloride (525 mg, 0.0064 mol) in 3.0 mL of toluene at −40° C. was added dropwise a 2.0 M solution of 20 trimethylaluminum in toluene (3:2 mL, 0.0064 mol) over 15 min. The reaction mixture was warmed to room temperature and stirred for 2 h. To a solution of methyl 3-[[(3-phenoxyphenyl)(3,3,3-trifluoro-2-hydroxypropyl)amino]methyl]benzoate (209 mg, 0.00047 mol) from EX-612B in 2.5 mL of toluene at −10° C. was slowly added the (N,N-dimethylamino)-chloromethyl... Solvent: O1CCCC1 (tetrahydrofuran). Product: C(C1=CC=CC=C1)OC1=CC=C(CN2C=C(C(=C2)C2=CC=CC=C2)C=O)C=C1 (1-(4-benzyloxybenzyl)-4-phenylpyrrole-3-carbaldehyde). Starting materials: C(C1=CC=CC=C1)OC1=CC=C(CN2C=C(C(=C2)C2=CC=CC=C2)CO)C=C1 ([1-(4-benzyloxybenzyl)-4-phenyl-3-pyrrolyl]methanol). The reagents and catalysts are [O-2].[O-2].[Mn+4] (manganese dioxide). Procedure details: A mixture of [1-(4-benzyloxybenzyl)-4-phenyl-3-pyrrolyl]methanol (19.00 g), activated manganese dioxide (41.19 g), and tetrahydrofuran (300 ml) was stirred at room temperature overnight. After the manganese dioxide was removed by filtration, the filtrate was concentrated. The residue was subjected to silica gel column chromatography, and 1-(4-benzyloxybenzyl)-4-phenylpyrrole-3-carbaldehyde (18.56 g, yield: 98%) was obtained as colorless crystals from the fraction eluted with ethyl acetate-hexane... Yield: 98.2%. Run at time 8 hour. RXN SMILES: [CH2:1]([O:8][C:9]1[CH:28]=[CH:27][C:12]([CH2:13][N:14]2[CH:18]=[C:17]([C:19]3[CH:24]=[CH:23][CH:22]=[CH:21][CH:20]=3)[C:16]([CH2:25][OH:26])=[CH:15]2)=[CH:11][CH:10]=1)[C:2]1[CH:7]=[CH:6][CH:5]=[CH:4][CH:3]=1>[O-2].[O-2].[Mn+4].O1CCCC1>[CH2:1]([O:8][C:9]1[CH:28]=[CH:27][C:12]([CH2:13][N:14]2[CH:18]=[C:17]([C:19]3[CH:20]=[CH:21][CH:22]=[CH:23][CH:24]=3)[C:16]([CH:25]=[O:26])=[CH:15]2)=[CH:11][CH:10]=1)[C:2]1[CH:3]=[CH:4][CH:5]=[CH:6][CH:7]=1 |f:1.2.3|. Starting materials: C1(=CC=CC=C1)CN1C(SCC1)=C[N+](=O)[O-] (3-phenylmethyl-2-nitromethylenethiazolidine), Cl (hydrochloric acid), [OH-].[Na+] (sodium hydroxide), C(C)O (ethanol). Solvent: O (water). The product is C1(=CC=CC=C1)CN1C(C(SCC1)=NO)=O (4-phenylmethyl-2,3-thiomorpholinedione-2-oxime). As a reaction SMILES: [C:1]1([CH2:7][N:8]2[CH2:12][CH2:11][S:10][C:9]2=[CH:13][N+:14]([O-:16])=O)[CH:6]=[CH:5][CH:4]=[CH:3][CH:2]=1.[OH-].[Na+].C([OH:21])C.Cl>O>[C:1]1([CH2:7][N:8]2[CH2:12][CH2:11][S:10][C:13](=[N:14][OH:16])[C:9]2=[O:21])[CH:6]=[CH:5][CH:4]=[CH:3][CH:2]=1 |f:1.2|. Procedure: 2.36 g (0.01 mol) of 3-phenylmethyl-2-nitromethylenethiazolidine are boiled under reflux in the mixture of 50 ml of 1N sodium hydroxide solution and 25 ml of ethanol until the dissolution of the starting substance (when, based on the TLC examination, no starting substance is detected in a sample taken from the reaction mixture). Then, the mixture is cooled, acidified by adding hydrochloric acid diluted to 1:1 with water (to a pH value of 1), the precipitated product is filtered off, washed with ... The reactants are CC(C(=O)N)(C)N1CCN(CC1)CC1=CC=2N=C(N=C(C2S1)N1CCOCC1)[Sn](CCCC)(CCCC)CCCC (2-methyl-2-(4-((4-morpholino-2-(tributylstannyl)thieno[3,2-d]pyrimidin-6-yl)methyl)piperazin-1-yl)propanamide), BrC1=CC=NC2=CC=CC=C12 (4-bromoquinoline). The reagents and catalysts are C=1C=CC(=CC1)[P](C=2C=CC=CC2)(C=3C=CC=CC3)[Pd]([P](C=4C=CC=CC4)(C=5C=CC=CC5)C=6C=CC=CC6)([P](C=7C=CC=CC7)(C=8C=CC=CC8)C=9C=CC=CC9)[P](C=1C=CC=CC1)(C=1C=CC=CC1)C=1C=CC=CC1 (Pd(PPh3)4), S1C(=CC=C1)C(=O)[O-].[Cu+] (copper(I) thiophene-2-carboxylate). Solvent: O1CCOCC1 (dioxane). Product: CC(C(=O)N)(C)N1CCN(CC1)CC1=CC=2N=C(N=C(C2S1)N1CCOCC1)C1=CC=NC2=CC=CC=C12 (2-methyl-2-(4-((4-morpholino-2-(quinolin-4-yl)thieno[3,2-d]pyrimidin-6-yl)methyl)piperazin-1-yl)propanamide). The yield is 28.7%. Reaction SMILES: [CH3:1][C:2]([N:7]1[CH2:12][CH2:11][N:10]([CH2:13][C:14]2[S:22][C:21]3[C:20]([N:23]4[CH2:28][CH2:27][O:26][CH2:25][CH2:24]4)=[N:19][C:18]([Sn](CCCC)(CCCC)CCCC)=[N:17][C:16]=3[CH:15]=2)[CH2:9][CH2:8]1)([CH3:6])[C:3]([NH2:5])=[O:4].Br[C:43]1[C:52]2[C:47](=[CH:48][CH:49]=[CH:50][CH:51]=2)[N:46]=[CH:45][CH:44]=1>O1CCOCC1.S1C=CC=C1C([O-])=O.[Cu+].C1C=CC([P]([Pd]([P](C2C=CC=CC=2)(C2C=CC=CC=2)C2C=CC=CC=2)([P](C2C=CC=CC=2)(C2C=CC=CC=2)C2C=CC=CC=2)[P](C2C=CC=CC=2)(C2C=CC=CC=2)C2C=CC=CC=2)(C2C=CC=CC=2)C2C=CC=CC=2)=CC=1>[CH3:1][C:2]([N:7]1[CH2:8][CH2:9][N:10]([CH2:13][C:14]2[S:22][C:21]3[C:20]([N:23]4[CH2:24][CH2:25][O:26][CH2:27][CH2:28]4)=[N:19][C:18]([C:43]4[C:52]5[C:47](=[CH:48][CH:49]=[CH:50][CH:51]=5)[N:46]=[CH:45][CH:44]=4)=[N:17][C:16]=3[CH:15]=2)[CH2:11][CH2:12]1)([CH3:6])[C:3]([NH2:5])=[O:4] |f:3.4,^1:71,73,92,111|. Procedure details: To a degassed mixture of 2-methyl-2-(4-((4-morpholino-2-(tributylstannyl)thieno[3,2-d]pyrimidin-6-yl)methyl)piperazin-1-yl)propanamide (235 mg, 0.339 mmol), 4-bromoquinoline (60 mg, 0.288 mmol), copper(I) thiophene-2-carboxylate (55 mg, 0.228 mmol) in dioxane (2 mL) was added Pd(PPh3)4 (17 mg, 0.014 mmol). The reaction mixture was reacted in the CEM microwave at 140° C. for 30 min. The reaction mixture was then loaded onto a Biotage Isolute SPE SCX-2 column. The column was washed with MeOH, elut... RXN SMILES: [CH3:22][C:23](=[O:24])[OH:25].[CH3:26][CH2:27][OH:28].[Fe:29].[N+:1]([O-:2])(=[O:3])[c:4]1[c:5](-[n:10]2[s:11][c:12](-[c:16]3[cH:17][cH:18][cH:19][cH:20][cH:21]3)[cH:13][c:14]2=[O:15])[cH:6][cH:7][cH:8][cH:9]1.[OH2:30]>>[NH2:1][c:4]1[c:5](-[n:10]2[s:11][c:12](-[c:16]3[cH:17][cH:18][cH:19][cH:20][cH:21]3)[cH:13][c:14]2=[O:15])[cH:6][cH:7][cH:8][cH:9]1. The product is Nc1ccccc1-n1sc(-c2ccccc2)cc1=O. The reactants are CC(=O)O, CCO, [Fe], O=c1cc(-c2ccccc2)sn1-c1ccccc1[N+](=O)[O-], O.